This data is from the Open Reaction Database (ORD), a public repository of structured organic reaction records. The task is: describe an organic reaction: reactants, conditions, products, and yield The reactants are n-bromobutane, C(C)(C)(C)C=1C(=C(C=O)C=C(C1)C(C)(C)C)O (3,5-di-tert.-butyl-2-hydroxybenzaldehyde), [H-].[Na+] (sodium hydride), [H][H] (hydrogen), O (water). Reported procedure: 4.0 g of 3,5-di-tert.-butyl-2-hydroxybenzaldehyde (CAS # 37942-07-7) was dissolved in dimethylformamide (DMF). This was treated with 0.89 g of sodium hydride (50% in oil suspension) and stirred at 25° C. until hydrogen was no longer evolved. To this was added 2.01 ml n-bromobutane and the mixture was heated to 85° C. for 14 hr. This was cooled and poured into water. The aqueous was extracted with ether. The ether layer was washed with water, dried (MgSO4), and solvent was removed. Purification w... Yield: 217.8%. Product: C(C)(C)(C)C=1C(=C(C=O)C=C(C1)C(C)(C)C)OCCCC (3,5-di-tert.-butyl-2-butyloxybenzaldehyde). Run at temperature 85 celsius. Run in CN(C=O)C (dimethylformamide). RXN SMILES: [C:1]([C:5]1[C:6]([OH:17])=[C:7]([CH:10]=[C:11]([C:13]([CH3:16])([CH3:15])[CH3:14])[CH:12]=1)[CH:8]=[O:9])([CH3:4])([CH3:3])[CH3:2].[H-].[Na+].[H][H].O>CN(C)C=O>[C:1]([C:5]1[C:6]([O:17][CH2:2][CH2:1][CH2:5][CH3:12])=[C:7]([CH:10]=[C:11]([C:13]([CH3:16])([CH3:15])[CH3:14])[CH:12]=1)[CH:8]=[O:9])([CH3:4])([CH3:3])[CH3:2] |f:1.2|. Reactants: NC=1NC(C=2N=CN(C2N1)COCCN([C@@H]([C@@H](C)CC)C(=O)[O-])C(=O)OCC1=CC=CC=C1)=O (2-[(2-amino-1,6-dihydro-6-oxo-9H-purin-9-yl)-methoxy]-ethyl-N-[(benzyloxy)carbonyl]-L-isoleucinate), Cl (hydrochloric acid). The reagents and catalysts are [Pd] (palladium on charcoal). Solvent: CO.O1CCCC1 (methanol tetrahydro furan). Conditions: time 11 hour. Product: Cl.NC=1NC(C=2N=CN(C2N1)COCCN[C@@H]([C@@H](C)CC)C(=O)O)=O (2-[(2-amino-1,6-dihydro-6-oxo-9H-purin-9-yl)methoxy]ethyl-L-isoleucinate hydrochloride). The yield is 92.0%. Reaction SMILES: [NH2:1][C:2]1[NH:3][C:4](=[O:34])[C:5]2[N:6]=[CH:7][N:8]([CH2:11][O:12][CH2:13][CH2:14][N:15](C(OCC3C=CC=CC=3)=O)[C@H:16]([C:21]([O-:23])=[O:22])[C@H:17]([CH2:19][CH3:20])[CH3:18])[C:9]=2[N:10]=1.[ClH:35]>CO.O1CCCC1.[Pd]>[ClH:35].[NH2:1][C:2]1[NH:3][C:4](=[O:34])[C:5]2[N:6]=[CH:7][N:8]([CH2:11][O:12][CH2:13][CH2:14][NH:15][C@H:16]([C:21]([OH:23])=[O:22])[C@H:17]([CH2:19][CH3:20])[CH3:18])[C:9]=2[N:10]=1 |f:2.3,5.6|. Procedure: A solution of 2-[(2-amino-1,6-dihydro-6-oxo-9H-purin-9-yl)-methoxy]-ethyl-N-[(benzyloxy)carbonyl]-L-isoleucinate (1.11 g, 2.2 mmol) in methanol-tetrahydro furan (1:1, 50 ml) was treated with 0.5N hydrochloric acid (5 ml) and 5% palladium on charcoal (0.30 g; MCB Reagents). The mixture was hydrogenated on a Parr hydrogenator at 50 psi for 11 hours, filtered through a Celite pad and the filtrate was concentrated in vacuo to give 2-[(2-amino-1,6-dihydro-6-oxo-9H-purin-9-yl)methoxy]ethyl-L-isoleucin... Reactants: ClC1=C(C(=NS1)Cl)Cl (Trichloroisothiazole), FC(S(=O)(=O)OC)(F)F (methyl trifluoromethane sulfonate). The solvent is CCOCC (ether). Product: FC(S(=O)(=O)[O-])(F)F.C[N+]=1SC(=C(C1Cl)Cl)Cl (2-Methyl-3,4,5-trichloroisothiazolium trifluoromethane sulfonate). Isolated yield 26.0%. Reaction SMILES: [Cl:1][C:2]1[S:6][N:5]=[C:4]([Cl:7])[C:3]=1[Cl:8].[F:9][C:10]([F:17])([F:16])[S:11]([O:14]C)(=[O:13])=[O:12]>CCOCC>[F:9][C:10]([F:17])([F:16])[S:11]([O-:14])(=[O:13])=[O:12].[CH3:10][N+:5]1[S:6][C:2]([Cl:1])=[C:3]([Cl:8])[C:4]=1[Cl:7] |f:3.4|. Procedure details: Trichloroisothiazole (9.4 g, 0.05 mol) and 9 ml of methyl trifluoromethane sulfonate were heated at 65° for 30 min. After cooling, ether (150 ml) was added and the solid collected to yield 4.6 g (26%) of product, mp 118-120. Spectral data (NMR and IR) were consistent with the assigned structure.